Dataset: the Open Reaction Database (ORD), a public repository of structured organic reaction records. Task: describe an organic reaction: reactants, conditions, products, and yield Reactants: ClCC(C(=O)OCC)C1=CC=CC=C1 (ethyl 3-chloro-2-phenylpropionate), C([O-])(O)=O.[Na+] (sodium bicarbonate), ClCC(C(=O)OCC)C1=CC=CC=C1 (Ethyl 3-chloro-2-phenylpropionate), N1CCOCC1 (morpholine). Reaction conditions: temperature 110 celsius. The product is O1CCN(CC1)CC(C(=O)OCC)C1=CC=CC=C1 (Ethyl 3-morpholino-2-phenylpropionate). Yield: 53.1%. Reaction SMILES: Cl[CH2:2][CH:3]([C:9]1[CH:14]=[CH:13][CH:12]=[CH:11][CH:10]=1)[C:4]([O:6][CH2:7][CH3:8])=[O:5].[NH:15]1[CH2:20][CH2:19][O:18][CH2:17][CH2:16]1.C(=O)(O)[O-].[Na+]>>[O:18]1[CH2:19][CH2:20][N:15]([CH2:2][CH:3]([C:9]2[CH:14]=[CH:13][CH:12]=[CH:11][CH:10]=2)[C:4]([O:6][CH2:7][CH3:8])=[O:5])[CH2:16][CH2:17]1 |f:2.3|. Procedure details: A mixture of ethyl 3-chloro-2-phenylpropionate (1 g, 4.72 mmol) prepared in the above (1) and morpholine (470 mg, 5.4 mmol) was stirred to cause reaction for 6 hours under heating at 110° C. To the resulting solution, saturated aqueous sodium bicarbonate was added. After the prepared solution was extracted with ethyl ether, the extract was washed with saturated aqueous sodium chloride, and then dried over anhydrous sodium sulfate. Subsequently, the solvent was removed by distillation under reduc... Reactants: O=C([O-])[O-], CC(=O)OC(C)=O, ClCCl, [K+], [K+], O, COC(=O)c1ccc(O)c(-n2cccc2)c1, c1ccncc1. Yields the product COC(=O)c1ccc(OC(C)=O)c(-n2cccc2)c1. Reaction SMILES: [C:30](=[O:31])([O-:32])[O-:33].[CH3:23][C:24](=[O:25])[O:26][C:27](=[O:28])[CH3:29].[Cl:36][CH2:37][Cl:38].[K+:34].[K+:35].[OH2:39].[OH:1][c:2]1[c:3](-[n:12]2[cH:13][cH:14][cH:15][cH:16]2)[cH:4][c:5]([C:6](=[O:7])[O:8][CH3:9])[cH:10][cH:11]1.[cH:17]1[cH:18][cH:19][n:20][cH:21][cH:22]1>>[O:1]([c:2]1[c:3](-[n:12]2[cH:13][cH:14][cH:15][cH:16]2)[cH:4][c:5]([C:6](=[O:7])[O:8][CH3:9])[cH:10][cH:11]1)[C:24]([CH3:23])=[O:25].